From a dataset of the Open Reaction Database (ORD), a public repository of structured organic reaction records. describe an organic reaction: reactants, conditions, products, and yield The reactants are O=C([O-])[O-], COCCOCCO, CN(C)C=O, O=Cc1cc(F)c(F)cc1Cl, [Cs+], [Cs+], O. Product: O=Cc1cc(F)c(O)cc1Cl. As a reaction SMILES: [C:20](=[O:21])([O-:22])[O-:23].[CH3:12][O:13][CH2:14][CH2:15][O:16][CH2:17][CH2:18][OH:19].[CH3:27][N:28]([CH3:29])[CH:30]=[O:31].[Cl:1][c:2]1[c:3]([CH:4]=[O:5])[cH:6][c:7]([F:11])[c:8]([F:10])[cH:9]1.[Cs+:24].[Cs+:25].[OH2:26]>>[Cl:1][c:2]1[c:3]([CH:4]=[O:5])[cH:6][c:7]([F:11])[c:8]([OH:13])[cH:9]1. Reactants: C(C)(C)(C)C1=C(C(=CC=C1)C(C)C)O (2-tert-butyl-6-isopropylphenol), O.O.[Cr](=O)(=O)([O-])O[Cr](=O)(=O)[O-].[Na+].[Na+] (sodium dichromate dihydrate). The solvent is C(C)OCC (diethyl ether), S(O)(O)(=O)=O (sulfuric acid), O (water), O (water). Reaction conditions: time 2.5 hour. Product: C(C)(C)(C)C=1C(C(=CC(C1)=O)C(C)C)=O (2-tert-butyl-6-isopropyl-1,4-benzoquinone). Reaction SMILES: [OH2:1].O.[Cr](O[Cr]([O-])(=O)=O)([O-])(=O)=O.[Na+].[Na+].[C:14]([C:18]1[CH:23]=[CH:22][CH:21]=[C:20]([CH:24]([CH3:26])[CH3:25])[C:19]=1[OH:27])([CH3:17])([CH3:16])[CH3:15]>S(=O)(=O)(O)O.O.C(OCC)C>[C:14]([C:18]1[C:19](=[O:27])[C:20]([CH:24]([CH3:25])[CH3:26])=[CH:21][C:22](=[O:1])[CH:23]=1)([CH3:17])([CH3:16])[CH3:15] |f:0.1.2.3.4|. Procedure: A 160 g quantity of sodium dichromate dihydrate was dissolved in a mixture of 100 ml of 97% sulfuric acid and 230 ml of water, and the solution was added to a solution of 45.0 g of 2-tert-butyl-6-isopropylphenol in 350 ml of diethyl ether with stirring at a temperature of 5°-10° C. over a period of 2.5 hours. The reaction mixture was poured into water and extracted with diethyl ether. The organic layer was washed serially with a saturated aqueous solution of sodium bicarbonate and a saturated aq... Reactants: CC1NC(C2=CC=CC=C2C1)C1=CC=C(C=C1)C(F)(F)F (3-Methyl-1-(4-(trifluoromethyl)phenyl)-1,2,3,4-tetrahydroisoquinoline), CCN(C(C)C)C(C)C (DIEA), N(=C=O)C=1C=NC=CC1 (3-isocyanatopyridine). The reagents and catalysts are O (water). The solvent is C(Cl)Cl (DCM), CN(C)C=O (DMF). Conditions: time 2 hour. Yields the product CC1N(C(C2=CC=CC=C2C1)C1=CC=C(C=C1)C(F)(F)F)C(=O)NC=1C=NC=CC1 (3-Methyl-N-(pyridin-3-yl)-1-(4-(trifluoromethyl)phenyl)-3,4-dihydro-isoquinoline-2(1H)-carboxamide). As a reaction SMILES: [CH3:1][CH:2]1[CH2:11][C:10]2[C:5](=[CH:6][CH:7]=[CH:8][CH:9]=2)[CH:4]([C:12]2[CH:17]=[CH:16][C:15]([C:18]([F:21])([F:20])[F:19])=[CH:14][CH:13]=2)[NH:3]1.CCN(C(C)C)C(C)C.[N:31]([C:34]1[CH:35]=[N:36][CH:37]=[CH:38][CH:39]=1)=[C:32]=[O:33]>C(Cl)Cl.O.CN(C=O)C>[CH3:1][CH:2]1[CH2:11][C:10]2[C:5](=[CH:6][CH:7]=[CH:8][CH:9]=2)[CH:4]([C:12]2[CH:13]=[CH:14][C:15]([C:18]([F:19])([F:21])[F:20])=[CH:16][CH:17]=2)[N:3]1[C:32]([NH:31][C:34]1[CH:35]=[N:36][CH:37]=[CH:38][CH:39]=1)=[O:33]. Reported procedure: 3-Methyl-1-(4-(trifluoromethyl)phenyl)-1,2,3,4-tetrahydroisoquinoline (0.100 g, 0.343 mmol, semi-pure from the previous reaction) was dissolved in 3 mL DCM and DIEA (0.119 mL, 0.687 mmol) and 3-isocyanatopyridine (79 mg, 0.659 mmol) were added. Stirring was continued for 2 h and the mixture was hydrolyzed with 3 drops of water, diluted with 3 mL DMF and injected on the HPLC for purification. The title compound was obtained. No stereochemical assignment was performed. The reactants are COc1cc(C(=O)Cl)cc(OC)c1OC, CN(C)c1ccccc1, Nc1cc(F)ccc1C(=O)O, C1CCOC1. Yields the product COc1cc(C(=O)Nc2cc(F)ccc2C(=O)O)cc(OC)c1OC. Reaction SMILES: [CH3:12][O:13][c:14]1[cH:15][c:16]([C:17](=[O:18])[Cl:19])[cH:20][c:21]([O:25][CH3:26])[c:22]1[O:23][CH3:24].[CH3:32][N:33]([CH3:34])[c:35]1[cH:36][cH:37][cH:38][cH:39][cH:40]1.[F:1][c:2]1[cH:3][c:4]([NH2:11])[c:5]([C:6](=[O:7])[OH:8])[cH:9][cH:10]1.[O:27]1[CH2:28][CH2:29][CH2:30][CH2:31]1>>[F:1][c:2]1[cH:3][c:4]([NH:11][C:17]([c:16]2[cH:15][c:14]([O:13][CH3:12])[c:22]([O:23][CH3:24])[c:21]([O:25][CH3:26])[cH:20]2)=[O:18])[c:5]([C:6](=[O:7])[OH:8])[cH:9][cH:10]1. Starting materials: C(#N)C1=C(C=C(C=C1)N(CC(=O)O)CC1CC1)C(F)(F)F (N-[4-cyano-3-(trifluoromethyl)phenyl]-N-(cyclopropylmethyl)glycine), C1(=CC=CC=C1)[C@H](C)N ((1S)-1-phenylethanamine). Product: C(#N)C1=C(C=C(C=C1)N(CC(=O)N[C@@H](C)C1=CC=CC=C1)CC1CC1)C(F)(F)F (N2-[4-Cyano-3-(trifluoromethyl)phenyl]-N2-(cyclopropylmethyl)-N1-[(1S)-1-phenylethyl]glycinamide). Reaction SMILES: [C:1]([C:3]1[CH:8]=[CH:7][C:6]([N:9]([CH2:14][CH:15]2[CH2:17][CH2:16]2)[CH2:10][C:11]([OH:13])=O)=[CH:5][C:4]=1[C:18]([F:21])([F:20])[F:19])#[N:2].[C:22]1([C@@H:28]([NH2:30])[CH3:29])[CH:27]=[CH:26][CH:25]=[CH:24][CH:23]=1>>[C:1]([C:3]1[CH:8]=[CH:7][C:6]([N:9]([CH2:14][CH:15]2[CH2:17][CH2:16]2)[CH2:10][C:11]([NH:30][C@H:28]([C:22]2[CH:27]=[CH:26][CH:25]=[CH:24][CH:23]=2)[CH3:29])=[O:13])=[CH:5][C:4]=1[C:18]([F:21])([F:20])[F:19])#[N:2]. Reported procedure: Synthesized as described for Example 91C using N-[4-cyano-3-(trifluoromethyl)phenyl]-N-(cyclopropylmethyl)glycine and (1S)-1-phenylethanamine: MS (APCI) m/z 402 (M+1). Solvent: C1(=CC=CC=C1)C (toluene), CN(C)C=O (DMF), C(C)(=O)OCC (ethyl acetate). Reagents/catalysts: C=1C=CC(=CC1)/C=C/C(=O)/C=C/C2=CC=CC=C2.C=1C=CC(=CC1)/C=C/C(=O)/C=C/C2=CC=CC=C2.[Pd] (bis(dibenzylideneacetone)palladium). The product is FC=1C=C(C=CC1)C=1N=C(C=C2C=CC=NC12)N (8-(3-Fluoro-phenyl)-[1,7]naphthyridin-6-ylamine). Conditions: temperature 100 celsius, time 4 hour. The reactants are C1(=CC=CC=C1)P(C1=CC=CC=C1)C1=CC=CC=C1 (triphenylphosphine), FC=1C=C(C=CC1)B(O)O (3-fluorphenylboronic acid), NC=1C=C2C=CC=NC2=C(N1)Br (6-amino-8-bromo-1,7-naphthyridine), C(=O)([O-])[O-].[K+].[K+] (K2CO3). RXN SMILES: [NH2:1][C:2]1[CH:3]=[C:4]2[C:9](=[C:10](Br)[N:11]=1)[N:8]=[CH:7][CH:6]=[CH:5]2.C([O-])([O-])=O.[K+].[K+].C1(P(C2C=CC=CC=2)C2C=CC=CC=2)C=CC=CC=1.[F:38][C:39]1[CH:40]=[C:41](B(O)O)[CH:42]=[CH:43][CH:44]=1>C1(C)C=CC=CC=1.C(OCC)(=O)C.C1C=CC(/C=C/C(/C=C/C2C=CC=CC=2)=O)=CC=1.C1C=CC(/C=C/C(/C=C/C2C=CC=CC=2)=O)=CC=1.[Pd].CN(C=O)C>[F:38][C:39]1[CH:44]=[C:43]([C:10]2[N:11]=[C:2]([NH2:1])[CH:3]=[C:4]3[C:9]=2[N:8]=[CH:7][CH:6]=[CH:5]3)[CH:42]=[CH:41][CH:40]=1 |f:1.2.3,8.9.10|. Procedure details: To a stirred solution of 6-amino-8-bromo-1,7-naphthyridine (0.5 g) in a mixture of toluene (2.5 ml), DMF (4 ml) and aqueous K2CO3 (0.68 g in 2 ml water) is added bis(dibenzylideneacetone)palladium (51 mg), triphenylphosphine (47 mg) and 3-fluorphenylboronic acid (0.33 g). The mixture is stirred for 4 hours at 100° C. The mixture is diluted with ethyl acetate, then filtered through a Celite™ filter. The ethyl acetate solution is washed with 2 N NaOH and water, dried over magnesium sulphate, then ... Reactants: COC(=O)C(NCC(NC(=O)Cc1ccccc1)C(=O)O)C(C)C, CN1CCOCC1, CCOC(C)=O, O=S(=O)(On1nnc2ccc(Cl)cc21)c1ccc(Cl)cc1. The product is COC(=O)C(C(C)C)N1CC(NC(=O)Cc2ccccc2)C1=O. Reaction SMILES: [CH3:1][O:2][C:3](=[O:4])[CH:5]([CH:6]([CH3:7])[CH3:8])[NH:9][CH2:10][CH:11]([C:12](=[O:13])[OH:14])[NH:15][C:16]([CH2:17][c:18]1[cH:19][cH:20][cH:21][cH:22][cH:23]1)=[O:24].[CH3:25][N:26]1[CH2:27][CH2:28][O:29][CH2:30][CH2:31]1.[CH3:53][CH2:54][O:55][C:56](=[O:57])[CH3:58].[Cl:32][c:33]1[cH:34][cH:35][c:36]([S:37]([O:38][n:39]2[c:40]3[cH:41][c:42]([Cl:43])[cH:44][cH:45][c:46]3[n:47][n:48]2)(=[O:49])=[O:50])[cH:51][cH:52]1>>[CH3:1][O:2][C:3](=[O:4])[CH:5]([CH:6]([CH3:7])[CH3:8])[N:9]1[CH2:10][CH:11]([NH:15][C:16]([CH2:17][c:18]2[cH:19][cH:20][cH:21][cH:22][cH:23]2)=[O:24])[C:12]1=[O:13]. Starting materials: CC(=O)NCC1CN(c2ccc(N3CC4CN(CCO)CC4C3)c(F)c2)C(=O)O1, COCCN1CC2CN(c3ccc(N4CC(CNC(C)=O)OC4=O)cc3F)CC2C1, CC(=O)NCC1CN(c2ccc(N3CC4CN(CC#N)CC4C3)c(F)c2)C(=O)O1, COC(=O)N1CC2CN(c3ccc(N4CC(CNC(C)=O)OC4=O)cc3F)CC2C1. The product is CC(=O)NCC1CN(c2ccc(N3CC4CN(CCF)CC4C3)c(F)c2)C(=O)O1. RXN SMILES: [F:1][c:2]1[cH:3][c:4]([N:5]2[CH2:6][CH:7]([CH2:8][NH:9][C:10](=[O:11])[CH3:12])[O:13][C:14]2=[O:15])[cH:16][cH:17][c:18]1[N:19]1[CH2:20][CH:21]2[CH:22]([CH2:23][N:24]([CH2:25][CH2:26][OH:27])[CH2:28]2)[CH2:29]1.[F:30][c:31]1[cH:32][c:33]([N:49]2[C:50](=[O:59])[O:51][CH:52]([CH2:54][NH:55][C:56]([CH3:57])=[O:58])[CH2:53]2)[cH:34][cH:35][c:36]1[N:37]1[CH2:38][CH:39]2[CH2:40][N:41]([CH2:45][CH2:46][O:47][CH3:48])[CH2:42][CH:43]2[CH2:44]1.[F:60][c:61]1[cH:62][c:63]([N:64]2[CH2:65][CH:66]([CH2:67][NH:68][C:69](=[O:70])[CH3:71])[O:72][C:73]2=[O:74])[cH:75][cH:76][c:77]1[N:78]1[CH2:79][CH:80]2[CH:81]([CH2:82][N:83]([CH2:84][C:85]#[N:86])[CH2:87]2)[CH2:88]1.[F:89][c:90]1[cH:91][c:92]([N:93]2[CH2:94][CH:95]([CH2:96][NH:97][C:98](=[O:99])[CH3:100])[O:101][C:102]2=[O:103])[cH:104][cH:105][c:106]1[N:107]1[CH2:108][CH:109]2[CH:110]([CH2:111][N:112]([C:113]([O:114][CH3:115])=[O:116])[CH2:117]2)[CH2:118]1>>[F:1][CH2:46][CH2:45][N:41]1[CH2:40][CH:39]2[CH2:38][N:37]([c:36]3[c:31]([F:30])[cH:32][c:33]([N:49]4[C:50](=[O:59])[O:51][CH:52]([CH2:54][NH:55][C:56]([CH3:57])=[O:58])[CH2:53]4)[cH:34][cH:35]3)[CH2:44][CH:43]2[CH2:42]1. The reactants are CN1CCCCC1 (methylpiperidine), CC=1C=C(C=CC1)S(=O)(=O)Cl (3-methylbenzenesulfonyl chloride), NC1C(C(OC2=CC=C(C=C12)CC(=O)NCC1=CC=C(C=C1)Cl)(C)C)O (2-(4-amino-3-hydroxy-2,2-dimethyl-3,4-dihydro-2H-chromen-6-yl)-N-4-chlorobenzyl acetamide). The solvent is ClCCl (dichloromethane), ClCCl (dichloromethane). Reaction conditions: time 40 hour. The product is ClC1=CC=C(CNC(CC=2C=C3C(C(C(OC3=CC2)(C)C)O)NS(=O)(=O)C2=CC(=CC=C2)C)=O)C=C1 (N-(4-chlorobenzyl)-2-(3-hydroxy-2,2-dimethyl-4-{[(3-methylphenyl)sulfonyl]amino}-3,4-dihydro-2H-chromen-6-yl)acetamide). RXN SMILES: CN1CCCCC1.[CH3:8][C:9]1[CH:10]=[C:11]([S:15](Cl)(=[O:17])=[O:16])[CH:12]=[CH:13][CH:14]=1.[NH2:19][CH:20]1[C:29]2[C:24](=[CH:25][CH:26]=[C:27]([CH2:30][C:31]([NH:33][CH2:34][C:35]3[CH:40]=[CH:39][C:38]([Cl:41])=[CH:37][CH:36]=3)=[O:32])[CH:28]=2)[O:23][C:22]([CH3:43])([CH3:42])[CH:21]1[OH:44]>ClCCl>[Cl:41][C:38]1[CH:39]=[CH:40][C:35]([CH2:34][NH:33][C:31](=[O:32])[CH2:30][C:27]2[CH:28]=[C:29]3[C:24](=[CH:25][CH:26]=2)[O:23][C:22]([CH3:43])([CH3:42])[CH:21]([OH:44])[CH:20]3[NH:19][S:15]([C:11]2[CH:12]=[CH:13][CH:14]=[C:9]([CH3:8])[CH:10]=2)(=[O:17])=[O:16])=[CH:36][CH:37]=1. Reported procedure: 15 mg PS-methylpiperidine and a solution of 6.0 mg 3-methylbenzenesulfonyl chloride in 0.5 ml dichloromethane were added in succession in a sample well of a sample plate for automatic parallel synthesis to a solution of 9 mg of the 2-(4-amino-3-hydroxy-2,2-dimethyl-3,4-dihydro-2H-chromen-6-yl)-N-4-chlorobenzyl acetamide obtained above in 0.5 ml dichloromethane. The sample plate was shaken for 40 hours at room temperature, and then 20 mg AMPS was added to the well. The plate was shaken for a furt... As a reaction SMILES: [CH2:1]([CH2:2][CH2:3][CH3:4])[c:5]1[n:6]([CH2:21][c:22]2[cH:23][cH:24][c:25](-[c:28]3[c:29]([S:34]([NH2:35])(=[O:36])=[O:37])[cH:30][cH:31][cH:32][cH:33]3)[cH:26][cH:27]2)[c:7](=[O:20])[n:8](-[c:10]2[c:11]([C:16]([F:17])([F:18])[F:19])[cH:12][cH:13][cH:14][cH:15]2)[n:9]1.[CH2:49]1[O:50][CH2:51][CH2:52][CH2:53]1.[H-:38].[Na+:39].[O:40]1[CH2:41][CH2:42][N:43]([C:46](=[O:47])[Cl:48])[CH2:44][CH2:45]1>>[CH2:1]([CH2:2][CH2:3][CH3:4])[c:5]1[n:6]([CH2:21][c:22]2[cH:23][cH:24][c:25](-[c:28]3[c:29]([S:34]([NH:35][C:46]([N:43]4[CH2:42][CH2:41][O:40][CH2:45][CH2:44]4)=[O:47])(=[O:36])=[O:37])[cH:30][cH:31][cH:32][cH:33]3)[cH:26][cH:27]2)[c:7](=[O:20])[n:8](-[c:10]2[c:11]([C:16]([F:17])([F:18])[F:19])[cH:12][cH:13][cH:14][cH:15]2)[n:9]1. Starting materials: CCCCc1nn(-c2ccccc2C(F)(F)F)c(=O)n1Cc1ccc(-c2ccccc2S(N)(=O)=O)cc1, C1CCOC1, [H-], [Na+], O=C(Cl)N1CCOCC1. The product is CCCCc1nn(-c2ccccc2C(F)(F)F)c(=O)n1Cc1ccc(-c2ccccc2S(=O)(=O)NC(=O)N2CCOCC2)cc1.